From a dataset of the Open Reaction Database (ORD), a public repository of structured organic reaction records. describe an organic reaction: reactants, conditions, products, and yield The reactants are C#Cc1ccc(-c2ccc(Cl)cc2)cn1, C=C(C)c1cc(I)ccc1OCCO. Reaction SMILES: [Cl:15][c:16]1[cH:17][cH:18][c:19](-[c:22]2[cH:23][cH:24][c:25]([C:28]#[CH:29])[n:26][cH:27]2)[cH:20][cH:21]1.[I:1][c:2]1[cH:3][c:4]([C:12](=[CH2:13])[CH3:14])[c:5]([O:6][CH2:7][CH2:8][OH:9])[cH:10][cH:11]1>>[c:2]1([C:29]#[C:28][c:25]2[cH:24][cH:23][c:22](-[c:19]3[cH:18][cH:17][c:16]([Cl:15])[cH:21][cH:20]3)[cH:27][n:26]2)[cH:3][c:4]([C:12](=[CH2:13])[CH3:14])[c:5]([O:6][CH2:7][CH2:8][OH:9])[cH:10][cH:11]1. Product: C=C(C)c1cc(C#Cc2ccc(-c3ccc(Cl)cc3)cn2)ccc1OCCO. Starting materials: C=Cc1ccccc1, CC(C)c1ccccc1, CO, [Na], [O-]O, CC(C)c1ccccc1, CC(C)(CCc1ccccc1)c1ccccc1. Product: CC(C)(CC(CCc1ccccc1)c1ccccc1)c1ccccc1. RXN SMILES: [CH2:22]=[CH:23][c:24]1[cH:25][cH:26][cH:27][cH:28][cH:29]1.[CH3:1][CH:2]([c:3]1[cH:4][cH:5][cH:6][cH:7][cH:8]1)[CH3:9].[CH3:47][OH:48].[Na:10].[O-:11][OH:12].[c:13]1([CH:14]([CH3:15])[CH3:16])[cH:17][cH:18][cH:19][cH:20][cH:21]1.[c:30]1([CH2:36][CH2:37][C:38]([CH3:39])([CH3:40])[c:41]2[cH:42][cH:43][cH:44][cH:45][cH:46]2)[cH:31][cH:32][cH:33][cH:34][cH:35]1>>[CH2:22]([CH2:23][c:24]1[cH:25][cH:26][cH:27][cH:28][cH:29]1)[CH:36]([c:30]1[cH:31][cH:32][cH:33][cH:34][cH:35]1)[CH2:37][C:38]([CH3:39])([CH3:40])[c:41]1[cH:42][cH:43][cH:44][cH:45][cH:46]1. The reactants are FC(C=1C=C(C=C(C1)C(F)(F)F)CC(=O)OC)(F)F (methyl 3,5-bis(trifluoromethyl)benzeneacetate), C=O (paraformaldehyde), C([O-])([O-])=O.[K+].[K+] (potassium carbonate). The reagents and catalysts are [I-].C(CCC)[N+](CCCC)(CCCC)CCCC (tetra-n-butyl ammonium iodide). Run in C1(=CC=CC=C1)C (toluene). Conditions: temperature 80 celsius, time 16 hour. Yields the product FC(C=1C=C(C=C(C1)C(F)(F)F)C(C(=O)OC)=C)(F)F (Methyl 2-[3,5-Bis(trifluoromethyl)phenyl]-2-propenoate). Yield: 59.4%. RXN SMILES: [F:1][C:2]([F:19])([F:18])[C:3]1[CH:4]=[C:5]([CH2:13][C:14]([O:16][CH3:17])=[O:15])[CH:6]=[C:7]([C:9]([F:12])([F:11])[F:10])[CH:8]=1.C=O.[C:22](=O)([O-])[O-].[K+].[K+]>[I-].C([N+](CCCC)(CCCC)CCCC)CCC.C1(C)C=CC=CC=1>[F:1][C:2]([F:18])([F:19])[C:3]1[CH:4]=[C:5]([C:13](=[CH2:22])[C:14]([O:16][CH3:17])=[O:15])[CH:6]=[C:7]([C:9]([F:11])([F:12])[F:10])[CH:8]=1 |f:2.3.4,5.6|. Procedure: A mixture of methyl 3,5-bis(trifluoromethyl)benzeneacetate (Description 1, 10.0 g, 35 mmol), paraformaldehyde (5.2 g, 175 mmol), potassium carbonate (14.5 g, 105 mmol) and tetra-n-butyl ammonium iodide (650 mg, 1.75 mmol) in toluene (200 mL) was heated at 80° C. for 4 hours, cooled and stirred at room temperature for 16 hours. The mixture was filtered through a bed of Celite™, washing with ethyl acetate (2×100 mL). The combined filtrates were washed with water (100 mL) and brine (100 mL), dried ... Procedure details: Orthanilic acid (1 kg) and α-methylstyrene (683g) are mixed with stirring in water (4.631) and heated at reflux for 8 hours. Further portions (2×148 g) of α-methylstyrene are added over 30 minute periods with refluxing for 6 hours. The mixture is filtered at 85° C. and the recovered solid product washed with boiling water and then with ethanol and dried in a vacuum oven. The product is stirred with ether (150ml), filtered off and dried. Recrystallisation from 50% aqueous ethanol affords 1-amino-... The solvent is O (water). The reactants are C1=CC=C(C(=C1)N)S(=O)(=O)O (Orthanilic acid), CC(=C)C1=CC=CC=C1 (α-methylstyrene), CC(=C)C1=CC=CC=C1 (α-methylstyrene). As a reaction SMILES: [CH:1]1[CH:6]=[C:5]([NH2:7])[C:4]([S:8]([OH:11])(=[O:10])=[O:9])=[CH:3][CH:2]=1.[CH3:12][C:13]([C:15]1[CH:20]=[CH:19][CH:18]=[CH:17][CH:16]=1)=[CH2:14]>O>[NH2:7][C:5]1[CH:6]=[CH:1][C:2]([C:13]([CH3:14])([CH3:12])[C:15]2[CH:20]=[CH:19][CH:18]=[CH:17][CH:16]=2)=[CH:3][C:4]=1[S:8]([OH:11])(=[O:9])=[O:10]. The product is NC1=C(C=C(C=C1)C(C1=CC=CC=C1)(C)C)S(=O)(=O)O (1-amino-4-(α,α-dimethylbenzyl)benzene-2-sulphonic acid). The reactants are C(#N)CC=1C(=C(C(=NC1C(F)(F)F)C(F)F)C(=O)OC)C (5-(cyanomethyl)-2-(difluoromethyl)-4-methyl-6-(trifluoromethyl)-3-pyridinecarboxylic acid, methyl ester), ClCCCC(=O)Cl (4-chlorobutyryl chloride), [OH-].[Na+] (sodium hydroxide). Reagents/catalysts: [Cl-].C(C1=CC=CC=C1)[N+](CC)(CC)CC (benzyltriethylammonium chloride). Solvent: ClCCl (dichloromethane). Run at time 30 minute. Yields the product C(#N)C(C=1C(=C(C(=NC1C(F)(F)F)C(F)F)C(=O)OC)C)=C1OCCC1 (5-[Cyano(dihyrdo-2(3H)-furanylidene)methyl]-2-(difluoromethyl)-4-methyl-6-(trifluoromethyl) -3-pyridinecarboxylic acid, methyl ester). The yield is 53.7%. As a reaction SMILES: [C:1]([CH2:3][C:4]1[C:5]([CH3:21])=[C:6]([C:17]([O:19][CH3:20])=[O:18])[C:7]([CH:14]([F:16])[F:15])=[N:8][C:9]=1[C:10]([F:13])([F:12])[F:11])#[N:2].Cl[CH2:23][CH2:24][CH2:25][C:26](Cl)=[O:27].[OH-].[Na+]>ClCCl.[Cl-].C([N+](CC)(CC)CC)C1C=CC=CC=1>[C:1]([C:3](=[C:26]1[CH2:25][CH2:24][CH2:23][O:27]1)[C:4]1[C:5]([CH3:21])=[C:6]([C:17]([O:19][CH3:20])=[O:18])[C:7]([CH:14]([F:16])[F:15])=[N:8][C:9]=1[C:10]([F:12])([F:13])[F:11])#[N:2] |f:2.3,5.6|. Procedure: To a solution of 7.00 g (22.7 mmol) 5-(cyanomethyl)-2-(difluoromethyl)-4-methyl-6-(trifluoromethyl)-3-pyridinecarboxylic acid, methyl ester, prepared as in Example E, in 450 mL dichloromethane was added 6.41 g (45.4 mmol) 4-chlorobutyryl chloride, 0.30 g benzyltriethylammonium chloride, and 135 mL 50% sodium hydroxide. The mixture was stirred for 30 minutes, poured over ice, and extracted with diethyl ether. The organic layer was dried with magnesium sulfate, treated wit decolorizing carbon, fil... Starting materials: C(=O)(OC)C=1N=C(N(C1C(=O)OC)CC1=CC=C(C=C1)C1=C(C=CC=C1)C1=NN=NN1C(C1=CC=CC=C1)(C1=CC=CC=C1)C1=CC=CC=C1)CCC (4,5-Dicarbomethoxy-2-n-propyl-1-[(2'-(N-triphenylmethyl-(1H-tetrazol-5-yl))biphenyl-4-yl)methyl]imidazole), [H-].[Al+3].[Li+].[H-].[H-].[H-] (lithium aluminum hydride). Run in C1CCOC1 (THF). Reaction conditions: time 8 hour. Yields the product OCC=1N=C(N(C1CO)CC1=CC=C(C=C1)C1=C(C=CC=C1)C1=NN=NN1C(C1=CC=CC=C1)(C1=CC=CC=C1)C1=CC=CC=C1)CCC (4,5-dihydroxymethyl-2-n-propyl-1-[(2'-(N-triphenylmethyl-(1H-tetrazol-5-yl))biphenyl-4-yl)methyl]imidazole). The yield is 96.8%. Reaction SMILES: [C:1]([C:5]1[N:6]=[C:7]([CH2:51][CH2:52][CH3:53])[N:8]([CH2:14][C:15]2[CH:20]=[CH:19][C:18]([C:21]3[CH:26]=[CH:25][CH:24]=[CH:23][C:22]=3[C:27]3[N:31]([C:32]([C:45]4[CH:50]=[CH:49][CH:48]=[CH:47][CH:46]=4)([C:39]4[CH:44]=[CH:43][CH:42]=[CH:41][CH:40]=4)[C:33]4[CH:38]=[CH:37][CH:36]=[CH:35][CH:34]=4)[N:30]=[N:29][N:28]=3)=[CH:17][CH:16]=2)[C:9]=1[C:10](OC)=[O:11])(OC)=[O:2].[H-].[Al+3].[Li+].[H-].[H-].[H-]>C1COCC1>[OH:2][CH2:1][C:5]1[N:6]=[C:7]([CH2:51][CH2:52][CH3:53])[N:8]([CH2:14][C:15]2[CH:16]=[CH:17][C:18]([C:21]3[CH:26]=[CH:25][CH:24]=[CH:23][C:22]=3[C:27]3[N:31]([C:32]([C:45]4[CH:46]=[CH:47][CH:48]=[CH:49][CH:50]=4)([C:39]4[CH:40]=[CH:41][CH:42]=[CH:43][CH:44]=4)[C:33]4[CH:38]=[CH:37][CH:36]=[CH:35][CH:34]=4)[N:30]=[N:29][N:28]=3)=[CH:19][CH:20]=2)[C:9]=1[CH2:10][OH:11] |f:1.2.3.4.5.6|. Procedure: 4,5-Dicarbomethoxy-2-n-propyl-1-[(2'-(N-triphenylmethyl-(1H-tetrazol-5-yl))biphenyl-4-yl)methyl]imidazole (9.88 g, 14.1 mmol, 1 eq) was dissolved in a minimum of THF and to this solution, lithium aluminum hydride (1.0M in THF) (15.48 mL, 15.48 mmol, 1.1 eq) was slowly added dropwise. The mixture was allowed to stir at room temperature overnight after which It was quenched by the Steinhardt procedure (Fieser & Fieser V.1, p.584) as follows: to the reaction mixture water (0.66 mL) was first carefu...